The task is: describe an organic reaction: reactants, conditions, products, and yield. This data is from the Open Reaction Database (ORD), a public repository of structured organic reaction records. Starting materials: CCN=C=NCCCN(C)C, O=C[O-], O=C(O)c1csc(N2CCN(S(=O)(=O)c3ccccc3Cl)CC2)n1, [NH4+], CN(C)C=O, On1nnc2ccccc21. The product is NC(=O)c1csc(N2CCN(S(=O)(=O)c3ccccc3Cl)CC2)n1. RXN SMILES: [CH3:25][CH2:26][N:27]=[C:28]=[N:29][CH2:30][CH2:31][CH2:32][N:33]([CH3:34])[CH3:35].[CH:46]([O-:47])=[O:48].[Cl:1][c:2]1[c:3]([S:8](=[O:9])(=[O:10])[N:11]2[CH2:12][CH2:13][N:14]([c:17]3[s:18][cH:19][c:20]([C:22](=[O:23])[OH:24])[n:21]3)[CH2:15][CH2:16]2)[cH:4][cH:5][cH:6][cH:7]1.[NH4+:49].[O:50]=[CH:51][N:52]([CH3:53])[CH3:54].[OH:36][n:37]1[c:38]2[c:39]([cH:40][cH:41][cH:42][cH:43]2)[n:44][n:45]1>>[Cl:1][c:2]1[c:3]([S:8](=[O:9])(=[O:10])[N:11]2[CH2:12][CH2:13][N:14]([c:17]3[s:18][cH:19][c:20]([C:22](=[O:24])[NH2:27])[n:21]3)[CH2:15][CH2:16]2)[cH:4][cH:5][cH:6][cH:7]1. The reactants are C(C)(C)(C)OC(=O)N1[C@@H]([C@H]2C[C@H]2C1)CN ((1S,2S,5R)-2-Aminomethyl-3-aza-bicyclo[3.1.0]hexane-3-carboxylic acid tert-butyl ester), O1CCC=2C1=CC=CC2C(=O)O (2,3-Dihydro-benzofuran-4-carboxylic acid). The product is C(C)(C)(C)OC(=O)N1[C@@H]([C@H]2C[C@H]2C1)CNC(=O)C=1C=CC=C2C1CCO2 ((1S,2S,5R)-2-{[(2,3-Dihydro-benzofuran-4-carbonyl)-amino]-methyl}-3-aza-bicyclo[3.1.0]hexane-3-carboxylic Acid Tert-butyl Ester). As a reaction SMILES: [C:1]([O:5][C:6]([N:8]1[CH2:13][C@H:12]2[C@H:10]([CH2:11]2)[C@H:9]1[CH2:14][NH2:15])=[O:7])([CH3:4])([CH3:3])[CH3:2].[O:16]1[C:20]2=[CH:21][CH:22]=[CH:23][C:24]([C:25](O)=[O:26])=[C:19]2[CH2:18][CH2:17]1>>[C:1]([O:5][C:6]([N:8]1[CH2:13][C@H:12]2[C@H:10]([CH2:11]2)[C@H:9]1[CH2:14][NH:15][C:25]([C:24]1[CH:23]=[CH:22][CH:21]=[C:20]2[O:16][CH2:17][CH2:18][C:19]=12)=[O:26])=[O:7])([CH3:4])([CH3:3])[CH3:2]. Procedure: prepared by reaction of (1S,2S,5R)-2-Aminomethyl-3-aza-bicyclo[3.1.0]hexane-3-carboxylic acid tert-butyl ester with 2,3-Dihydro-benzofuran-4-carboxylic acid. The reactants are BrC=1C=C(C=CC1)C(CCNC(C(F)(F)F)=O)O (N-(3-(3-bromophenyl)-3-hydroxypropyl)-2,2,2-trifluoroacetamide), C#CC(CCC)O (hex-1-yn-3-ol). The product is FC(C(=O)NCCC(C1=CC(=CC=C1)C#CC(CCC)O)O)(F)F (2,2,2-trifluoro-N-(3-hydroxy-3-(3-(3-hydroxyhex-1-ynyl)phenyl)propyl)acetamide). Reaction SMILES: Br[C:2]1[CH:3]=[C:4]([CH:8]([OH:18])[CH2:9][CH2:10][NH:11][C:12](=[O:17])[C:13]([F:16])([F:15])[F:14])[CH:5]=[CH:6][CH:7]=1.[CH:19]#[C:20][CH:21]([OH:25])[CH2:22][CH2:23][CH3:24]>>[F:14][C:13]([F:16])([F:15])[C:12]([NH:11][CH2:10][CH2:9][CH:8]([OH:18])[C:4]1[CH:5]=[CH:6][CH:7]=[C:2]([C:19]#[C:20][CH:21]([OH:25])[CH2:22][CH2:23][CH3:24])[CH:3]=1)=[O:17]. Procedure details: Sonogashira reaction of 25 (3 g, 9.2 mmol) with hex-1-yn-3-ol yielded 2,2,2-trifluoro-N-(3-hydroxy-3-(3-(3-hydroxyhex-1-ynyl)phenyl)propyl)acetamide as yellow oil. Yield (2.31 g, 73%): 1H NMR (400 MHz, CDCl3) δ 7.42 (s, 1H), 7.26-7.38 (m, 3H), 4.86 (m, 1H), 4.61 (dd, J=2.0, 5.6 Hz, 1H), 3.67-3.71 (m, 1H), 3.37-3.46 (m, 1H), 2.38 (d, J=2.0 Hz, 1H), 1.95-1.99 (m, 2H), 1.75-1.88 (m, 2H), 1.53-1.57 (m, 2H), 0.97 (t, J=7.2 Hz, 3H). The reactants are O=S(=O)(Cl)c1cccc(Cl)c1Cl, [NH4+], C1CCOC1, [OH-]. Product: NS(=O)(=O)c1cccc(Cl)c1Cl. As a reaction SMILES: [Cl:1][c:2]1[c:3]([S:9](=[O:10])(=[O:11])[Cl:12])[cH:4][cH:5][cH:6][c:7]1[Cl:8].[NH4+:13].[O:15]1[CH2:16][CH2:17][CH2:18][CH2:19]1.[OH-:14]>>[Cl:1][c:2]1[c:3]([S:9](=[O:10])(=[O:11])[NH2:13])[cH:4][cH:5][cH:6][c:7]1[Cl:8]. The reactants are C=CCNc1nc(C#N)c(-c2ccccc2)c2cc(OC)ccc12, OC1CCNC1. Yields the product COc1ccc2c(N3CCC(O)C3)nc(C#N)c(-c3ccccc3)c2c1. As a reaction SMILES: [CH2:1]([NH:2][c:5]1[n:6][c:7]([C:23]#[N:24])[c:8](-[c:17]2[cH:18][cH:19][cH:20][cH:21][cH:22]2)[c:9]2[cH:10][c:11]([O:15][CH3:16])[cH:12][cH:13][c:14]12)[CH:3]=[CH2:4].[NH:25]1[CH2:26][CH:27]([OH:30])[CH2:28][CH2:29]1>>[c:5]1([N:25]2[CH2:26][CH:27]([OH:30])[CH2:28][CH2:29]2)[n:6][c:7]([C:23]#[N:24])[c:8](-[c:17]2[cH:18][cH:19][cH:20][cH:21][cH:22]2)[c:9]2[cH:10][c:11]([O:15][CH3:16])[cH:12][cH:13][c:14]12. Starting materials: C(C1=CC=CC=C1)SC(CNC(=O)C=1NC2=C(C=C(C=C2C1)OCCOC)NS(=O)(=O)C1=NC=CC=C1)C=O (N-[2-(benzylthio)-3-oxopropyl]-5-(2-methoxyethoxy)-7-[(pyridin-2-ylsulfonyl)amino]-1H-indole-2-carboxamide), N1CCS(CC1)(=O)=O (thiomorpholine 1,1-dioxide), O1CCCC1 (tetrahydrofuran), C(C)(=O)O[BH-](OC(C)=O)OC(C)=O.[Na+] (Sodium triacetoxyborohydride). The solvent is O (Water). Reaction conditions: time 30 minute. Yields the product C(C1=CC=CC=C1)SC(CNC(=O)C=1NC2=C(C=C(C=C2C1)OCCOC)NS(=O)(=O)C1=NC=CC=C1)CN1CCS(CC1)(=O)=O (N-[2-(benzylthio)-3-(1,1-dioxidothiomorpholino)propyl]-5-(2-methoxyethoxy)-7-[(pyridin-2-ylsulfonyl)amino]-1H-indole-2-carboxamide). Isolated yield 34.7%. RXN SMILES: [CH2:1]([S:8][CH:9]([CH:38]=O)[CH2:10][NH:11][C:12]([C:14]1[NH:15][C:16]2[C:21]([CH:22]=1)=[CH:20][C:19]([O:23][CH2:24][CH2:25][O:26][CH3:27])=[CH:18][C:17]=2[NH:28][S:29]([C:32]1[CH:37]=[CH:36][CH:35]=[CH:34][N:33]=1)(=[O:31])=[O:30])=[O:13])[C:2]1[CH:7]=[CH:6][CH:5]=[CH:4][CH:3]=1.[NH:40]1[CH2:45][CH2:44][S:43](=[O:47])(=[O:46])[CH2:42][CH2:41]1.O1CCCC1.C(O[BH-](OC(=O)C)OC(=O)C)(=O)C.[Na+]>O>[CH2:1]([S:8][CH:9]([CH2:38][N:40]1[CH2:45][CH2:44][S:43](=[O:47])(=[O:46])[CH2:42][CH2:41]1)[CH2:10][NH:11][C:12]([C:14]1[NH:15][C:16]2[C:21]([CH:22]=1)=[CH:20][C:19]([O:23][CH2:24][CH2:25][O:26][CH3:27])=[CH:18][C:17]=2[NH:28][S:29]([C:32]1[CH:37]=[CH:36][CH:35]=[CH:34][N:33]=1)(=[O:30])=[O:31])=[O:13])[C:2]1[CH:7]=[CH:6][CH:5]=[CH:4][CH:3]=1 |f:3.4|. Procedure details: A mixture of N-[2-(benzylthio)-3-oxopropyl]-5-(2-methoxyethoxy)-7-[(pyridin-2-ylsulfonyl)amino]-1H-indole-2-carboxamide (500 mg), thiomorpholine 1,1-dioxide (240 mg) and tetrahydrofuran (10 mL) was stirred at room temperature for 30 min. Sodium triacetoxyborohydride (280 mg) was added at room temperature, and the mixture was stirred at room temperature for 2 hr. Water was added to the reaction mixture, and the mixture was extracted with ethyl acetate. The ethyl acetate layer was washed with satu... The reactants are NC1=C(C=CC=C1)S (2-aminothiophenol), C1(C=CC(C2CC=CCC12)=O)=O (4a, 5, 8, 8a-tetrahydro-1,4-naphtoquinone), C(=O)(O)[O-].[Na+] (NaHCO3), Cl (HCl). Run in CO (methanol), CO (methanol), C(C)(=O)OCC (Ethyl acetate). Reaction conditions: time 1 hour. The product is OC1=C2C(=C3NC4=CC=CC=C4SC3=C1)CC=CC2 (5-Hydroxy-1,4-dihydro-12H-benzo[a]phenothiazine). RXN SMILES: [NH2:1][C:2]1[CH:7]=[CH:6][CH:5]=[CH:4][C:3]=1[SH:8].[C:9]1(=O)[CH:18]2[CH:13]([CH2:14][CH:15]=[CH:16][CH2:17]2)[C:12](=[O:19])[CH:11]=[CH:10]1.Cl.C([O-])(O)=O.[Na+]>CO.C(OCC)(=O)C>[OH:19][C:12]1[CH:11]=[C:10]2[C:9]([NH:1][C:2]3[C:3]([S:8]2)=[CH:4][CH:5]=[CH:6][CH:7]=3)=[C:18]2[CH2:17][CH:16]=[CH:15][CH2:14][C:13]=12 |f:3.4|. Procedure details: A solution of 2-aminothiophenol (385 mg) in methanol (3 ml) was added to a solution of 4a, 5, 8, 8a-tetrahydro-1,4-naphtoquinone (Ref.: Ber. 62, 2361 (1929)) (500 mg) in methanol (10 ml) and stirred for 1 hour. Then conc. HCl (2 ml) was added and the mixture was stirred for another 2 hours. Ethyl acetate was added to the reaction mixture followed by a solution of NaHCO3. The organic layer was decanted, dried and evaporated to dryness. The resulting oily residue was chromatographed on silica gel ... The reactants are CC(=O)C(O[Si](C)(C)C(C)(C)C)C(C)O[Si](C)(C)C(C)(C)C, C1CCOC1, O=Cc1cocn1, CC(C)[N-]C(C)C, [Li+]. Yields the product CC(O[Si](C)(C)C(C)(C)C)C(O[Si](C)(C)C(C)(C)C)C(=O)CC(O)c1cocn1. As a reaction SMILES: [C:8]([CH3:9])([CH3:10])([CH3:11])[Si:12]([O:13][CH:14]([C:15]([CH3:16])=[O:17])[CH:18]([CH3:19])[O:20][Si:21]([CH3:22])([CH3:23])[C:24]([CH3:25])([CH3:26])[CH3:27])([CH3:28])[CH3:29].[CH2:38]1[O:39][CH2:40][CH2:41][CH2:42]1.[CH:1](=[O:2])[c:3]1[n:4][cH:5][o:6][cH:7]1.[CH:30]([N-:31][CH:32]([CH3:33])[CH3:34])([CH3:35])[CH3:36].[Li+:37]>>[CH:1]([OH:2])([c:3]1[n:4][cH:5][o:6][cH:7]1)[CH2:16][C:15]([CH:14]([O:13][Si:12]([C:8]([CH3:9])([CH3:10])[CH3:11])([CH3:28])[CH3:29])[CH:18]([CH3:19])[O:20][Si:21]([CH3:22])([CH3:23])[C:24]([CH3:25])([CH3:26])[CH3:27])=[O:17]. Starting materials: CC=1NC=CN1 (2-methylimidazole), ClC1=C(C(=O)OCC)C=CC(=C1)F (ethyl 2-chloro-4-fluorobenzoate). Product: ClC1=C(CO)C=CC(=C1)N1C(=NC=C1)C (2-Chloro-4-(2-methylimidazol-1-yl)benzyl alcohol). As a reaction SMILES: [CH3:1][C:2]1[NH:3][CH:4]=[CH:5][N:6]=1.[Cl:7][C:8]1[CH:18]=[C:17](F)[CH:16]=[CH:15][C:9]=1[C:10](OCC)=[O:11]>>[Cl:7][C:8]1[CH:18]=[C:17]([N:3]2[CH:4]=[CH:5][N:6]=[C:2]2[CH3:1])[CH:16]=[CH:15][C:9]=1[CH2:10][OH:11]. Reported procedure: Prepared from 2-methylimidazole and ethyl 2-chloro-4-fluorobenzoate.